From a dataset of the Open Reaction Database (ORD), a public repository of structured organic reaction records. describe an organic reaction: reactants, conditions, products, and yield Starting materials: ClC1=CC2=C(NC(=C2)C(=O)NC2C(N(C3=CC=CC=C3C2)CC#N)=O)S1 (2-Chloro-N-[1-(cyanomethyl)-2-oxo-1,2,3,4-tetrahydroquinolin-3-yl]-6H-thieno[2,3-b]pyrrole-5-carboxamide), Cl.NO (Hydroxylamine hydrochloride), C[O-].[Na+] (NaOMe). Solvent: C1CCOC1 (THF), CCOC(=O)C (EtOAc), CO (MeOH), CO (MeOH). Run at time 18 hour. The product is N\C(\CN1C(C(CC2=CC=CC=C12)NC(=O)C1=CC2=C(N1)SC(=C2)Cl)=O)=N/O (N-[1-[(2Z)-2-Amino-2-(hydroxyimino)ethyl]-2-oxo-1,2,3,4-tetrahydroquinolin-3-yl]-2-chloro-6H-thieno[2,3-b]pyrrole-5-carboxamide). The yield is 101.2%. As a reaction SMILES: Cl.[NH2:2][OH:3].C[O-].[Na+].[Cl:7][C:8]1[S:32][C:11]2[NH:12][C:13]([C:15]([NH:17][CH:18]3[CH2:27][C:26]4[C:21](=[CH:22][CH:23]=[CH:24][CH:25]=4)[N:20]([CH2:28][C:29]#[N:30])[C:19]3=[O:31])=[O:16])=[CH:14][C:10]=2[CH:9]=1>CO.C1COCC1.CCOC(C)=O>[NH2:30]/[C:29](=[N:2]\[OH:3])/[CH2:28][N:20]1[C:21]2[C:26](=[CH:25][CH:24]=[CH:23][CH:22]=2)[CH2:27][CH:18]([NH:17][C:15]([C:13]2[NH:12][C:11]3[S:32][C:8]([Cl:7])=[CH:9][C:10]=3[CH:14]=2)=[O:16])[C:19]1=[O:31] |f:0.1,2.3|. Procedure details: Hydroxylamine hydrochloride (181 mg, 2.60 mmol) in MeOH (5 mL) was added to a solution of NaOMe in MeOH (10.20 mL, 0.25M) under an inert atmosphere followed by 2-chloro-N-[1-(cyanomethyl)-2-oxo-1,2,3,4-tetrahydroquinolin-3-yl]-6H-thieno[2,3-b]pyrrole-5-carboxamide (Example 27; 500 mg, 1.30 mmol) in THF (7 mL) then stirred for 18 hours. The mixture was diluted with EtOAc (100 mL) and washed with brine (25 mL), dried (Na2SO4), filtered and evaporated to afford the title product (550 mg, 100%) as a... Reactants: CC(=O)O, COC(=O)c1c(SC)ccc(C(N)=O)c1C, O=N[O-], [Na+], O, O=S(=O)(O)O. The product is COC(=O)c1c(SC)ccc(C(=O)O)c1C. RXN SMILES: [CH3:27][C:28](=[O:29])[OH:30].[CH3:5][O:6][C:7](=[O:8])[c:9]1[c:10]([CH3:20])[c:11]([C:12](=[O:13])[NH2:14])[cH:15][cH:16][c:17]1[S:18][CH3:19].[N:1]([O-:2])=[O:3].[Na+:4].[OH2:26].[S:21]([OH:22])(=[O:23])(=[O:24])[OH:25]>>[CH3:5][O:6][C:7](=[O:8])[c:9]1[c:10]([CH3:20])[c:11]([C:12](=[O:13])[OH:22])[cH:15][cH:16][c:17]1[S:18][CH3:19]. As a reaction SMILES: [C:1](=[O:2])([CH3:3])[NH:4][c:5]1[cH:6][c:7]([CH3:16])[c:8]2[c:9]([CH3:15])[c:10]([CH3:14])[nH:11][c:12]2[cH:13]1.[ClH:17]>>[NH2:4][c:5]1[cH:6][c:7]([CH3:16])[c:8]2[c:9]([CH3:15])[c:10]([CH3:14])[nH:11][c:12]2[cH:13]1. Yields the product Cc1[nH]c2cc(N)cc(C)c2c1C. Starting materials: CC(=O)Nc1cc(C)c2c(C)c(C)[nH]c2c1, Cl. As a reaction SMILES: [Br:21][CH2:22][c:23]1[cH:24][cH:25][cH:26][cH:27][cH:28]1.[C:15](=[O:16])([O-:17])[O-:18].[CH2:1]([CH3:2])[O:3][C:4]([CH2:5][c:6]1[cH:7][c:8]([Br:13])[c:9]([OH:12])[cH:10][cH:11]1)=[O:14].[CH3:29][C:30]#[N:31].[Cs+:19].[Cs+:20]>>[CH2:1]([CH3:2])[O:3][C:4]([CH2:5][c:6]1[cH:7][c:8]([Br:13])[c:9]([O:12][CH2:22][c:23]2[cH:24][cH:25][cH:26][cH:27][cH:28]2)[cH:10][cH:11]1)=[O:14]. Product: CCOC(=O)Cc1ccc(OCc2ccccc2)c(Br)c1. Reactants: BrCc1ccccc1, O=C([O-])[O-], CCOC(=O)Cc1ccc(O)c(Br)c1, CC#N, [Cs+], [Cs+]. The reactants are COc1ccc(NC(=O)C(F)(F)F)c(Br)n1, C=CCBr, CC#N, [Na+], [Na+], O=C([O-])[O-]. Product: C=CCN(C(=O)C(F)(F)F)c1ccc(OC)nc1Br. Reaction SMILES: [Br:1][c:2]1[n:3][c:4]([O:15][CH3:16])[cH:5][cH:6][c:7]1[NH:8][C:9]([C:10]([F:11])([F:12])[F:13])=[O:14].[CH2:17]([CH:18]=[CH2:19])[Br:20].[CH3:27][C:28]#[N:29].[Na+:21].[Na+:22].[O-:23][C:24](=[O:25])[O-:26]>>[Br:1][c:2]1[n:3][c:4]([O:15][CH3:16])[cH:5][cH:6][c:7]1[N:8]([C:9]([C:10]([F:11])([F:12])[F:13])=[O:14])[CH2:19][CH:18]=[CH2:17]. The reactants are CSc1c(C#N)nn(-c2c(Cl)cc(C(F)(F)F)cc2Cl)c1Br, CCOCC, CI, [Li]C, C1CCOC1. Product: CSc1c(C#N)nn(-c2c(Cl)cc(C(F)(F)F)cc2Cl)c1C. RXN SMILES: [Br:3][c:4]1[c:5]([S:23][CH3:24])[c:6]([C:21]#[N:22])[n:7][n:8]1-[c:9]1[c:10]([Cl:20])[cH:11][c:12]([C:16]([F:17])([F:18])[F:19])[cH:13][c:14]1[Cl:15].[CH2:27]([O:28][CH2:29][CH3:30])[CH3:31].[CH3:25][I:26].[Li:1][CH3:2].[O:32]1[CH2:33][CH2:34][CH2:35][CH2:36]1>>[CH3:2][c:4]1[c:5]([S:23][CH3:24])[c:6]([C:21]#[N:22])[n:7][n:8]1-[c:9]1[c:10]([Cl:20])[cH:11][c:12]([C:16]([F:17])([F:18])[F:19])[cH:13][c:14]1[Cl:15]. The reactants are [H][H] (hydrogen), O1C(=CC=C1)/C=C/C(CCC(=O)OCC)=O ((E)-ethyl 6-(furan-2-yl)-4-oxohex-5-enoate). Reagents/catalysts: [Pd] (Pd/C). Solvent: C(C)#N (acetonitrile). The product is O1C(=CC=C1)CCC(CCC(=O)OCC)=O (Ethyl 6-(furan-2-yl)-4-oxohexanoate). As a reaction SMILES: [O:1]1[CH:5]=[CH:4][CH:3]=[C:2]1/[CH:6]=[CH:7]/[C:8](=[O:16])[CH2:9][CH2:10][C:11]([O:13][CH2:14][CH3:15])=[O:12].[H][H]>[Pd].C(#N)C>[O:1]1[CH:5]=[CH:4][CH:3]=[C:2]1[CH2:6][CH2:7][C:8](=[O:16])[CH2:9][CH2:10][C:11]([O:13][CH2:14][CH3:15])=[O:12]. Procedure details: In a round bottom flask was placed 1.334 g (6.000 mmol) of (E)-ethyl 6-(furan-2-yl)-4-oxohex-5-enoate. 6 mL of acetonitrile was added and stirring was begun. To this was added 0.064 g Pd/C (en) and hydrogen was added using a balloon (˜1 atm). The reaction mixture was stirred for 48 h and the mixture was then purified by flash column chromatography using 15% ether/hexane, v/v. Purification gave rise to 0.4817 g (73%) of the saturated system 1H (CDCl3) δ 1.25 (t, J=7 Hz, 3H), 2.6 (m, 2H), 2.8 (m, ... Starting materials: CCC(C(=O)[O-])n1cc(-c2ccc(F)cc2)c(-c2ccc(S(C)(=O)=O)cc2)n1, C1CCOC1, Cl, [Li+], [OH-]. Yields the product CS(=O)(=O)c1ccc(-c2nn(CC(=O)O)cc2-c2ccc(F)cc2)cc1. As a reaction SMILES: [CH2:1]([CH3:2])[CH:3]([C:4](=[O:5])[O-:6])[n:7]1[n:8][c:9](-[c:19]2[cH:20][cH:21][c:22]([S:25](=[O:26])(=[O:27])[CH3:28])[cH:23][cH:24]2)[c:10](-[c:12]2[cH:13][cH:14][c:15]([F:18])[cH:16][cH:17]2)[cH:11]1.[CH2:30]1[O:31][CH2:32][CH2:33][CH2:34]1.[ClH:29].[Li+:35].[OH-:36]>>[CH2:3]([C:4](=[O:5])[OH:6])[n:7]1[n:8][c:9](-[c:19]2[cH:20][cH:21][c:22]([S:25](=[O:26])(=[O:27])[CH3:28])[cH:23][cH:24]2)[c:10](-[c:12]2[cH:13][cH:14][c:15]([F:18])[cH:16][cH:17]2)[cH:11]1. Starting materials: ClCC(=O)OCCNC(=O)C=1N(C=C(N1)NC(=O)NC1=C(C=C(C=C1)Cl)C)CC1=CC=C(C=C1)C(F)(F)F (2-[({4-({[(4-Chloro-2-methylphenyl)amino]carbonyl}amino)-1-[4-(trifluoromethyl)-benzyl]-1H-imidazol-2-yl}carbonyl)amino]ethyl Chloroacetate), CNC (dimethylamine). Run in solution, C1CCOC1 (THF). Run at time 16 hour. Yields the product CN(CC(=O)OCCNC(=O)C=1N(C=C(N1)NC(=O)NC1=C(C=C(C=C1)Cl)C)CC1=CC=C(C=C1)C(F)(F)F)C (2-[({4-({[(4-Chloro-2-methylphenyl)amino]carbonyl}amino)-1-[4-(trifluoromethyl)benzyl]-1H-imidazol-2-yl}carbonyl)amino]ethyl N,N-dimethylglycinate). As a reaction SMILES: Cl[CH2:2][C:3]([O:5][CH2:6][CH2:7][NH:8][C:9]([C:11]1[N:12]([CH2:28][C:29]2[CH:34]=[CH:33][C:32]([C:35]([F:38])([F:37])[F:36])=[CH:31][CH:30]=2)[CH:13]=[C:14]([NH:16][C:17]([NH:19][C:20]2[CH:25]=[CH:24][C:23]([Cl:26])=[CH:22][C:21]=2[CH3:27])=[O:18])[N:15]=1)=[O:10])=[O:4].[CH3:39][NH:40][CH3:41]>C1COCC1>[CH3:39][N:40]([CH3:41])[CH2:2][C:3]([O:5][CH2:6][CH2:7][NH:8][C:9]([C:11]1[N:12]([CH2:28][C:29]2[CH:30]=[CH:31][C:32]([C:35]([F:37])([F:38])[F:36])=[CH:33][CH:34]=2)[CH:13]=[C:14]([NH:16][C:17]([NH:19][C:20]2[CH:25]=[CH:24][C:23]([Cl:26])=[CH:22][C:21]=2[CH3:27])=[O:18])[N:15]=1)=[O:10])=[O:4]. Procedure details: 114.5 mg (0.2 mmol) of 2-[({4-({[(4-chloro-2-methylphenyl)amino]carbonyl}amino)-1-[4-(trifluoromethyl)benzyl]-1H-imidazol-2-yl}carbonyl)amino]ethyl chloroacetate (Example 26A) are dissolved in 2 ml of a 2 molar solution of dimethylamine in THF. The reaction mixture is shaken in a tightly closed reaction vessel at RT for 16 h and then left to stand at RT for 64 h. The reaction solution is then evaporated, and the residue from the evaporation is dissolved in DMF, filtered and purified by preparati...